This data is from the Open Reaction Database (ORD), a public repository of structured organic reaction records. The task is: describe an organic reaction: reactants, conditions, products, and yield Reactants: C1COCCO1, O=C(Nc1ccc([N+](=O)[O-])cc1)Oc1ccccc1, NN. The product is NNC(=O)Nc1ccc([N+](=O)[O-])cc1. Reaction SMILES: [CH2:22]1[O:23][CH2:24][CH2:25][O:26][CH2:27]1.[N+:3](=[O:4])([O-:5])[c:6]1[cH:7][cH:8][c:9]([NH:12][C:13]([O:14][c:15]2[cH:16][cH:17][cH:18][cH:19][cH:20]2)=[O:21])[cH:10][cH:11]1.[NH2:1][NH2:2]>>[NH:1]([NH2:2])[C:13]([NH:12][c:9]1[cH:8][cH:7][c:6]([N+:3](=[O:4])[O-:5])[cH:11][cH:10]1)=[O:21]. The reactants are [H-].[Na+] (Sodium hydride), FC1=C(OCCCCO)C=CC=C1F (4-(2,3-Difluorophenoxy)-butan-1-ol), BrCCCCC (1-bromopentane). Solvent: CN(C)C=O (DMF). Conditions: time 12 hour. Product: FC1=C(C(=CC=C1)OCCCCOCCCCC)F (1,2-Difluoro-3-(4-pentyloxybutoxy)benzene). Reaction SMILES: [H-].[Na+].[F:3][C:4]1[C:15]([F:16])=[CH:14][CH:13]=[CH:12][C:5]=1[O:6][CH2:7][CH2:8][CH2:9][CH2:10][OH:11].Br[CH2:18][CH2:19][CH2:20][CH2:21][CH3:22]>CN(C=O)C>[F:16][C:15]1[CH:14]=[CH:13][CH:12]=[C:5]([O:6][CH2:7][CH2:8][CH2:9][CH2:10][O:11][CH2:18][CH2:19][CH2:20][CH2:21][CH3:22])[C:4]=1[F:3] |f:0.1|. Procedure details: Sodium hydride (1 equi.) was added to the solution of 4-(2,3-difluorophenoxy)-butan-1-ol (22), (1 equi.) and 1-bromopentane (1 equi.) in DMF (1 mL/mmole) and the reaction mixture was stirred at room temperature for 12 h,. quenched with water, extracted with ethyl acetate:hexane (1:1), washed with brine, dried over MgSO4, and concentrated in vacuo. Purification by chromatography on silica gel (5% EtOAc/hexanes) and recrystallization from acetonitrile gave 1,2-difluoro-3-(4-pentyloxybutoxy)-benzen... Starting materials: BrC1=CC(=NC=C1)CS(=O)(=O)C (4-bromo-2-methanesulfonylmethyl-pyridine), BrCCBr (1,2-dibromoethane), Intermediate 4. The product is BrC1=CC(=NC=C1)C1(CC1)S(=O)(=O)C (4-bromo-2-(1-methanesulfonyl-cyclopropyl)-pyridine). Yield: 20.0%. As a reaction SMILES: [Br:1][C:2]1[CH:7]=[CH:6][N:5]=[C:4]([CH2:8][S:9]([CH3:12])(=[O:11])=[O:10])[CH:3]=1.Br[CH2:14][CH2:15]Br>>[Br:1][C:2]1[CH:7]=[CH:6][N:5]=[C:4]([C:8]2([S:9]([CH3:12])(=[O:10])=[O:11])[CH2:15][CH2:14]2)[CH:3]=1. Procedure: The title compound was prepared from 4-bromo-2-methanesulfonylmethyl-pyridine and 1,2-dibromoethane following a procedure analogous to that described in Step 3 for Intermediate 4. Yield: 20% of theory; Mass spectrum (ESI+): m/z=276/278 (Br) [M+H]+.